Dataset: the Open Reaction Database (ORD), a public repository of structured organic reaction records. Task: describe an organic reaction: reactants, conditions, products, and yield The reactants are C1(=CC=CC=C1)C(CC(=O)O)CC(=O)O (3-Phenylglutaric acid). Run in O1CCCC1 (tetrahydrofuran), O1CCCC1 (tetrahydrofuran). Reaction conditions: temperature 0 celsius, time 20 minute. The product is C1(=CC=CC=C1)C(CCO)CCO (3-phenylpentane-1,5-diol). As a reaction SMILES: [C:1]1([CH:7]([CH2:12][C:13](O)=[O:14])[CH2:8][C:9](O)=[O:10])[CH:6]=[CH:5][CH:4]=[CH:3][CH:2]=1>O1CCCC1>[C:1]1([CH:7]([CH2:8][CH2:9][OH:10])[CH2:12][CH2:13][OH:14])[CH:6]=[CH:5][CH:4]=[CH:3][CH:2]=1. Procedure: 3-Phenylglutaric acid (3.39 g, 16.3 mmol) was dissolved in tetrahydrofuran (163 mL) and cooled to 0° C. A 1.0 M tetrahydrofuran solution of borane tetrahydrofuran complex (65 mL, 65 mmol) was added dropwise, and the reaction was allowed to warm to room temperature overnight. The reaction was cooled to 0° C., quenched with methanol slowly, followed by water, and concentrated in vacuo. The resulting solid was stirred with 1N hydrochloric acid for 20 minutes. The solution was extracted into ethyl a... The reactants are C(C)OC(=O)C1=NC=CC=C1C(=O)OCC (pyridine-2,3-dicarboxylic acid diethyl ester), COCC(=O)O (methoxyacetic acid), S(O)(O)(=O)=O (sulphuric acid), ammonium peroxydisulphate (NH4)2S2O8, C(=O)=O (CO2). Reagents/catalysts: [N+](=O)([O-])[O-].[Ag+] (silver nitrate). The solvent is O (water), O (water). The product is C(C)OC(=O)C1=NC(=CC=C1C(=O)OCC)COC (6-methoxymethylpyridine-2,3dicarboxylic acid diethyl ester). As a reaction SMILES: [CH2:1]([O:3][C:4]([C:6]1[C:11]([C:12]([O:14][CH2:15][CH3:16])=[O:13])=[CH:10][CH:9]=[CH:8][N:7]=1)=[O:5])[CH3:2].[CH3:17][O:18][CH2:19]C(O)=O.S(=O)(=O)(O)O.C(=O)=O>O.[N+]([O-])([O-])=O.[Ag+]>[CH2:1]([O:3][C:4]([C:6]1[C:11]([C:12]([O:14][CH2:15][CH3:16])=[O:13])=[CH:10][CH:9]=[C:8]([CH2:17][O:18][CH3:19])[N:7]=1)=[O:5])[CH3:2] |f:5.6|. Procedure: First of all 40 g of pyridine-2,3-dicarboxylic acid diethyl ester and then 33.3 g of methoxyacetic acid are added to a solution of 400 g of water, 36 g of concentrated sulphuric acid and 6.1 g of silver nitrate. The reaction mixture is then heated to 70° and a solution of 60.7 g of ammonium peroxydisulphate (NH4)2S2O8 in 225 ml of water is added dropwise thereto while stirring vigorously. When the evolution of CO2 has ceased, the reaction mixture is stirred for a further 20 minutes. It is then c... Starting materials: C1(=CC=CC=C1)C(C(=O)NC1=CC=C(C(=O)O)C=C1)C1=CC=CC=C1 (4-diphenylacetylamino-benzoic acid), CNC (dimethylamine), C(CCl)Cl (EDC), C=1C=CC2=C(C1)N=NN2O (HOBT). Run in C(Cl)Cl (CH2Cl2), C(Cl)(Cl)Cl (CHCl3). Product: C1(=CC=CC=C1)C(C(=O)NC1=CC=C(C(=O)N(C)C)C=C1)C1=CC=CC=C1 (4-Diphenylacetylamino-N,N-dimethyl-benzamide). The yield is 62.0%. As a reaction SMILES: [C:1]1([CH:7]([C:20]2[CH:25]=[CH:24][CH:23]=[CH:22][CH:21]=2)[C:8]([NH:10][C:11]2[CH:19]=[CH:18][C:14]([C:15](O)=[O:16])=[CH:13][CH:12]=2)=[O:9])[CH:6]=[CH:5][CH:4]=[CH:3][CH:2]=1.[CH3:26][NH:27][CH3:28].C(Cl)CCl.C1C=CC2N(O)N=NC=2C=1>C(Cl)Cl.C(Cl)(Cl)Cl>[C:1]1([CH:7]([C:20]2[CH:25]=[CH:24][CH:23]=[CH:22][CH:21]=2)[C:8]([NH:10][C:11]2[CH:19]=[CH:18][C:14]([C:15]([N:27]([CH3:28])[CH3:26])=[O:16])=[CH:13][CH:12]=2)=[O:9])[CH:6]=[CH:5][CH:4]=[CH:3][CH:2]=1. Reported procedure: A solution of 4-diphenylacetylamino-benzoic acid (150 mg, 0.45 mmol), dimethylamine (2.0 M in THF, 203 mg, 0.24 mL, 4.5 mmol), EDC (86 mg, 0.45 mmol) and HOBT (61 mg, 0.45 mmol) in CH2Cl2 (15 mL) was stirred at room temperature for 17 h. The reaction mixture was diluted with CHCl3 and washed with 10 N HCl (4 mL), sat'd aq NaHCO3 (4 mL) and sat'd aq brine. The organic solution was dried and concentrated in vacuo to give the title compound as a white solid (100 mg). The reactants are FC(C=1C=C(C=CC1)CC(=O)O)(F)F (3-trifluoromethylphenylacetic acid), NC=1C=C(C=NC1)C(=O)C1=CN(C2=C1C=NC=C2F)C(CO)C ((5-aminopyridin-3-yl)[7-fluoro-1-(2-hydroxy-1-methylethyl)-1H-pyrrolo[3,2-c]pyridin-3-yl]methanone). Procedure: Prepared according to Method M (Example 206) using 3-trifluoromethylphenylacetic acid and (5-aminopyridin-3-yl)[7-fluoro-1-(2-hydroxy-1-methylethyl)-1H-pyrrolo[3,2-c]pyridin-3-yl]methanone (Enantiomer 2, Preparation 26). The residue was purified using preparative TLC eluting with 5% MeOH in EtOAc. As a reaction SMILES: [F:1][C:2]([F:14])([F:13])[C:3]1[CH:4]=[C:5]([CH2:9][C:10]([OH:12])=O)[CH:6]=[CH:7][CH:8]=1.[NH2:15][C:16]1[CH:17]=[C:18]([C:22]([C:24]2[C:28]3[CH:29]=[N:30][CH:31]=[C:32]([F:33])[C:27]=3[N:26]([CH:34]([CH3:37])[CH2:35][OH:36])[CH:25]=2)=[O:23])[CH:19]=[N:20][CH:21]=1>>[F:33][C:32]1[C:27]2[N:26]([CH:34]([CH3:37])[CH2:35][OH:36])[CH:25]=[C:24]([C:22]([C:18]3[CH:17]=[C:16]([NH:15][C:10](=[O:12])[CH2:9][C:5]4[CH:6]=[CH:7][CH:8]=[C:3]([C:2]([F:1])([F:14])[F:13])[CH:4]=4)[CH:21]=[N:20][CH:19]=3)=[O:23])[C:28]=2[CH:29]=[N:30][CH:31]=1. Product: FC=1C2=C(C=NC1)C(=CN2C(CO)C)C(=O)C=2C=C(C=NC2)NC(CC2=CC(=CC=C2)C(F)(F)F)=O (N-(5-{[7-fluoro-1-(1-hydroxypropan-2-yl)-1H-pyrrolo[3,2-c]pyridin-3-yl]carbonyl}pyridin-3-yl)-2-[3-(trifluoromethyl)phenyl]acetamide). Reactants: CN(C)C=O, Fc1ccc(C(Cl)c2ccc(F)cc2)cc1, [I-], [K+], [K], On1cncn1. The product is Fc1ccc(C(On2cncn2)c2ccc(F)cc2)cc1. As a reaction SMILES: [CH3:26][N:27]([CH3:28])[CH:29]=[O:30].[F:3][c:4]1[cH:5][cH:6][c:7]([CH:10]([Cl:11])[c:12]2[cH:13][cH:14][c:15]([F:18])[cH:16][cH:17]2)[cH:8][cH:9]1.[I-:2].[K+:1].[K:19].[OH:20][n:21]1[n:22][cH:23][n:24][cH:25]1>>[F:3][c:4]1[cH:5][cH:6][c:7]([CH:10]([c:12]2[cH:13][cH:14][c:15]([F:18])[cH:16][cH:17]2)[O:20][n:21]2[n:22][cH:23][n:24][cH:25]2)[cH:8][cH:9]1.